describe an organic reaction: reactants, conditions, products, and yield From a dataset of the Open Reaction Database (ORD), a public repository of structured organic reaction records. Reactants: NC1=C(C=C(C(=CC(=O)O)C2=CC=C(C=C2)F)C=C1Cl)Cl (4-amino-3,5-dichloro-β-(4'-fluorophenyl)-cinnamic acid), ClC(=O)OCC (ethyl chloroformate), N1CCOCC1 (morpholine). The solvent is C(C)N(CC)CC (triethylamine). The product is NC1=C(C=C(C(=CC(=O)N2CCOCC2)C2=CC=C(C=C2)F)C=C1Cl)Cl (4-Amino-3,5-dichloro-β-(4'-fluorophenyl)-cinnamic acid morpholide). As a reaction SMILES: [NH2:1][C:2]1[C:19]([Cl:20])=[CH:18][C:5]([C:6]([C:11]2[CH:16]=[CH:15][C:14]([F:17])=[CH:13][CH:12]=2)=[CH:7][C:8]([OH:10])=O)=[CH:4][C:3]=1[Cl:21].ClC(OCC)=O.[NH:28]1[CH2:33][CH2:32][O:31][CH2:30][CH2:29]1>C(N(CC)CC)C>[NH2:1][C:2]1[C:3]([Cl:21])=[CH:4][C:5]([C:6]([C:11]2[CH:16]=[CH:15][C:14]([F:17])=[CH:13][CH:12]=2)=[CH:7][C:8]([N:28]2[CH2:33][CH2:32][O:31][CH2:30][CH2:29]2)=[O:10])=[CH:18][C:19]=1[Cl:20]. Reported procedure: This compound was prepared from 4-amino-3,5-dichloro-β-(4'-fluorophenyl)-cinnamic acid (isomer ratio A:B=3:1), ethyl chloroformate, triethylamine and morpholine analogous to Example 1(c). The reactants are C(C)SC1=CC=C2C=CNC2=C1 (6-ethylsulfanyl-1H-indole), CN(C)C=O (DMF). Conditions: temperature 0 celsius, time 30 minute. Yields the product C(C)SC1=CC=C2C(=CNC2=C1)C#N (6-ethylsulfanyl-1H-indole-3-carbonitrile). Isolated yield 84.0%. Reaction SMILES: [CH2:1]([S:3][C:4]1[CH:12]=[C:11]2[C:7]([CH:8]=[CH:9][NH:10]2)=[CH:6][CH:5]=1)[CH3:2].[CH3:13][N:14](C=O)C>>[CH2:1]([S:3][C:4]1[CH:12]=[C:11]2[C:7]([C:8]([C:13]#[N:14])=[CH:9][NH:10]2)=[CH:6][CH:5]=1)[CH3:2]. Procedure: To a mixture of 6-ethylsulfanyl-1H-indole (2.75 g, 15.54 mmol) in DMF (20 mL) was added chlorosulfonyl isocyante dropwise at −30° C. The temperature was raised to 0° C. after addition and stirred for 30 minutes. The mixture was partitioned between EtOAc and water. The organic layer was washed with water, brine, dried over Mg2SO4, concentrated and purified on silica gel (CH2Cl2) to provide 6-ethylsulfanyl-1H-indole-3-carbonitrile (3.25 g, 84%) as a white solid. Reactants: CCCCCN, Cc1n[nH]c2c(Cl)ncnc12, O. Product: CCCCCNc1ncnc2c(C)n[nH]c12. RXN SMILES: [CH2:1]([CH2:2][CH2:3][CH2:4][CH3:5])[NH2:6].[Cl:7][c:8]1[c:9]2[c:10]([n:11][cH:12][n:13]1)[c:14]([CH3:17])[n:15][nH:16]2.[OH2:18]>>[CH2:1]([CH2:2][CH2:3][CH2:4][CH3:5])[NH:6][c:8]1[c:9]2[c:10]([n:11][cH:12][n:13]1)[c:14]([CH3:17])[n:15][nH:16]2.